From a dataset of the Open Reaction Database (ORD), a public repository of structured organic reaction records. describe an organic reaction: reactants, conditions, products, and yield Starting materials: C(C)(=O)OC1=CC=C(C(=O)OC(C(CCCC)C#N)C)C=C1 (2-cyano-methylhexyl p-acetoxybenzoate), C(C1=CC=CC=C1)N (benzylamine). The solvent is CCOCC (ether), CCOCC (ether). Run at time 24 hour. Yields the product OC1=CC=C(C(=O)OCC(CCCC)(C)C#N)C=C1 (2-cyano-2-methylhexyl p-hydroxybenzoate). Isolated yield 81.6%. Reaction SMILES: C([O:4][C:5]1[CH:22]=[CH:21][C:8]([C:9]([O:11][CH:12](C)[CH:13]([C:18]#[N:19])[CH2:14][CH2:15][CH2:16][CH3:17])=[O:10])=[CH:7][CH:6]=1)(=O)C.[CH2:23](N)C1C=CC=CC=1>CCOCC>[OH:4][C:5]1[CH:6]=[CH:7][C:8]([C:9]([O:11][CH2:12][C:13]([C:18]#[N:19])([CH3:23])[CH2:14][CH2:15][CH2:16][CH3:17])=[O:10])=[CH:21][CH:22]=1. Reported procedure: 482 mg (1.6 mM) of 2-cyano-2-methylhexyl p-acetoxybenzoate obtained in Step 1) was dissolved in 1.5 ml of dry ether, and a solution of 188 mg (1.6 mM) of benzylamine in 1 ml of ether was added thereto, followed by 24 hours of stirring at room temperature. After the reactions and distilling-off of the solvent, the product was purified by thin layer chromatography (developer solvent: ethyl acetate/methylene chloride=1:5) to obtain 339 mg of 2-cyano-2-methylhexyl p-hydroxybenzoate (yield 73.7%). Reactants: O (Water), N1CC(CCC1)S(=O)(=O)N1CCOCC1 (4-(piperidine-3-sulfonyl)-morpholine), O=C1CCN(CC1)C(=O)OC(C)(C)C (tert-butyl 4-oxo-1-piperidinecarboxylate), C(#N)[BH3-].[Na+] (sodium cyanoborohydride). Reagents/catalysts: CC(C)O[Ti](OC(C)C)(OC(C)C)OC(C)C (Ti(OiPr)4). Solvent: C(C)O (ethanol), C(C)O (ethanol). Run at time 1 hour. Yields the product C(C)(C)(C)OC(=O)N1CCC(CC1)N1CC(CCC1)S(=O)(=O)N1CCOCC1 (3-(morpholine-4-sulfonyl)-[1,4′]bipiperidinyl-1′-carboxylic acid tert-butyl ester). The yield is 41.1%. Reaction SMILES: [NH:1]1[CH2:6][CH2:5][CH2:4][CH:3]([S:7]([N:10]2[CH2:15][CH2:14][O:13][CH2:12][CH2:11]2)(=[O:9])=[O:8])[CH2:2]1.O=[C:17]1[CH2:22][CH2:21][N:20]([C:23]([O:25][C:26]([CH3:29])([CH3:28])[CH3:27])=[O:24])[CH2:19][CH2:18]1.C([BH3-])#N.[Na+].O>C(O)C.CC(O[Ti](OC(C)C)(OC(C)C)OC(C)C)C>[C:26]([O:25][C:23]([N:20]1[CH2:21][CH2:22][CH:17]([N:1]2[CH2:6][CH2:5][CH2:4][CH:3]([S:7]([N:10]3[CH2:11][CH2:12][O:13][CH2:14][CH2:15]3)(=[O:8])=[O:9])[CH2:2]2)[CH2:18][CH2:19]1)=[O:24])([CH3:29])([CH3:27])[CH3:28] |f:2.3|. Procedure details: A mixture of the 4-(piperidine-3-sulfonyl)-morpholine (710 mg, 3.03 mmol), tert-butyl 4-oxo-1-piperidinecarboxylate (1 eq, 605 mg) and Ti(OiPr)4 (1.25 eq, 1.12 mL) was stirred under nitrogen at ambient temperature for 1 hr. A solution of sodium cyanoborohydride (0.7 eq, 133 mg) in anhydrous ethanol (3 mL) was added and the clear solution was stirred overnight. Water (0.6 mL) was added followed by sufficient ethanol to permit stirring. The thick suspension was filtered through Celite® rising thro...